Dataset: the Open Reaction Database (ORD), a public repository of structured organic reaction records. Task: describe an organic reaction: reactants, conditions, products, and yield Product: O=C(Nc1cc(N2CCOCC2)n2nccc2n1)c1ccc(C2(C(=O)O)CC2)cc1. RXN SMILES: [CH3:35][OH:36].[ClH:34].[Na+:33].[O:1]1[CH2:2][CH2:3][N:4]([c:7]2[cH:8][c:9]([NH:16][C:17](=[O:18])[c:19]3[cH:20][cH:21][c:22]([C:25]4([C:28](=[O:29])[O:30][CH3:31])[CH2:26][CH2:27]4)[cH:23][cH:24]3)[n:10][c:11]3[n:12]2[n:13][cH:14][cH:15]3)[CH2:5][CH2:6]1.[OH-:32]>>[O:1]1[CH2:2][CH2:3][N:4]([c:7]2[cH:8][c:9]([NH:16][C:17](=[O:18])[c:19]3[cH:20][cH:21][c:22]([C:25]4([C:28](=[O:29])[OH:30])[CH2:26][CH2:27]4)[cH:23][cH:24]3)[n:10][c:11]3[n:12]2[n:13][cH:14][cH:15]3)[CH2:5][CH2:6]1. Reactants: CO, Cl, [Na+], COC(=O)C1(c2ccc(C(=O)Nc3cc(N4CCOCC4)n4nccc4n3)cc2)CC1, [OH-].